describe an organic reaction: reactants, conditions, products, and yield From a dataset of the Open Reaction Database (ORD), a public repository of structured organic reaction records. The reactants are 2-bromo (or chloro)benzoic acid, ClC(=O)OCC (ethyl chloroformate), NC1=CC=CC=C1 (aniline), C(C=1C(N)=CC=CC1)(=O)O (anthranilic acid). Yields the product C1(=CC=CC=C1)N1C=2C(C(=O)OC1=O)=CC=CC2 (N-phenylisatoic anhydride). Reaction SMILES: [NH2:1][C:2]1[CH:7]=[CH:6][CH:5]=[CH:4][CH:3]=1.[C:8]([OH:17])(=[O:16])[C:9]1[C:10](=[CH:12][CH:13]=[CH:14][CH:15]=1)N.Cl[C:19](OCC)=[O:20]>>[C:2]1([N:1]2[C:19](=[O:20])[O:17][C:8](=[O:16])[C:9]3=[CH:10][CH:12]=[CH:13][CH:14]=[C:15]23)[CH:7]=[CH:6][CH:5]=[CH:4][CH:3]=1. Procedure: The novel 1,2-diphenylquinolones of formula IV, where m is the integer 0, are prepared by three methods. In a first method the 1,2-diphenylquinolones (IV, m=0) are prepared by reaction of an appropriate N-phenylisatoic anhydride with an appropriate lower-alkyl benzoylacetate, hydrolysis of the resulting 1,2-phenylquinolone-3-carboxylate to the corresponding 3-carboxy compound and pyrolytic elimination of the carboxyl group. In a second method the 1,2-diphenylquinolones (IV, m=0) are prepared by ... The reactants are BrC=1C=CC(=C(C=O)C1)F (5-Bromo-2-fluorobenzaldehyde), C[S-].[Na+] (sodium methanethiolate), Cl (hydrochloric acid). The solvent is CN(C=O)C (N,N-dimethylformamide). The product is BrC=1C=CC(=C(C=O)C1)SC (5-bromo-2-(methylsulfanyl)benzaldehyde). Isolated yield 63.3%. As a reaction SMILES: [Br:1][C:2]1[CH:3]=[CH:4][C:5](F)=[C:6]([CH:9]=1)[CH:7]=[O:8].[CH3:11][S-:12].[Na+].Cl>CN(C)C=O>[Br:1][C:2]1[CH:3]=[CH:4][C:5]([S:12][CH3:11])=[C:6]([CH:9]=1)[CH:7]=[O:8] |f:1.2|. Reported procedure: (Step 1) 5-Bromo-2-fluorobenzaldehyde (15.4 g) and sodium methanethiolate (5.85 g) were stirred in N,N-dimethylformamide (30 ml) at 60° C. for 30 min. The reaction solution was treated with 1N hydrochloric acid, and extracted with ethyl acetate. The extract was washed successively with aqueous sodium hydrogen carbonate solution and saturated brine, and dried over magnesium sulfate. The solvent was evaporated under reduced pressure. The residue was crystallized from ethyl acetate-hexane to give 5... Reactants: ClC1=CC2=C(N(C(=N2)NC=2C=C(C#N)C=CC2C(F)(F)F)C)C=C1N1CCC(CC1)C(F)(F)F (3-(5-chloro-1-methyl-6-(4-trifluoromethyl-piperidin-1-yl)-1H-benzo[d]imidazol-2-ylamino)-4-trifluoromethyl-benzonitrile). Reagents/catalysts: [Ni] (Ra—Ni). Run in C1CCOC1 (THF). Run at time 8 hour. The product is FC(C1=C(C=C(CN)C=C1)NC1=NC2=C(N1C)C=C(C(=C2)Cl)N2CCC(CC2)C(F)(F)F)(F)F (4-Trifluoromethyl-3-[5-chloro-1-methyl-6-(4-trifluoromethyl-piperidin-1-yl)-1H-benzimidazol-2-ylamino]-benzylamine). Reaction SMILES: [Cl:1][C:2]1[C:24]([N:25]2[CH2:30][CH2:29][CH:28]([C:31]([F:34])([F:33])[F:32])[CH2:27][CH2:26]2)=[CH:23][C:5]2[N:6]([CH3:22])[C:7]([NH:9][C:10]3[CH:11]=[C:12]([CH:15]=[CH:16][C:17]=3[C:18]([F:21])([F:20])[F:19])[C:13]#[N:14])=[N:8][C:4]=2[CH:3]=1>[Ni].C1COCC1>[F:20][C:18]([F:19])([F:21])[C:17]1[CH:16]=[CH:15][C:12]([CH2:13][NH2:14])=[CH:11][C:10]=1[NH:9][C:7]1[N:6]([CH3:22])[C:5]2[CH:23]=[C:24]([N:25]3[CH2:30][CH2:29][CH:28]([C:31]([F:33])([F:34])[F:32])[CH2:27][CH2:26]3)[C:2]([Cl:1])=[CH:3][C:4]=2[N:8]=1. Reported procedure: A mixture of 3-(5-chloro-1-methyl-6-(4-trifluoromethyl-piperidin-1-yl)-1H-benzo[d]imidazol-2-ylamino)-4-trifluoromethyl-benzonitrile (1.20 g; 2.39 mmol), Ra—Ni (14 mg; 0.24 mmol) and THF (50 mL) was shaken under H2-atmosphere (5 atm) overnight at rt. The mixture was filtered through celite and the celite pad was washed with THF and EtOAc. Concentration and crystallization from Et2O/PE gave the sub-title compound. Starting materials: [Cl-].[NH4+] (ammonium chloride), BrC1=CC=C(C(C=O)=C1)O (5-bromosalicylaldehyde), C1=C(C=CC2=CC=CC=C12)[Mg]Br ((2-naphthyl)magnesium bromide), resultant mixture, BrC1=CC2=CC=CC=C2C=C1 (2-bromonaphthalene), [Mg] (magnesium). Run in C(C)OCC (diethyl ether), C(C)OCC (diethyl ether), C(C)OCC (diethyl ether). Conditions: time 1 hour. Yields the product BrC=1C=CC(=C(C(C2=CC3=CC=CC=C3C=C2)O)C1)O (5-bromo-2-hydroxy-α-(2-naphthyl)benzyl alcohol). Yield: 60.0%. RXN SMILES: [Br:1][C:2]1[CH:9]=[C:6]([CH:7]=[O:8])[C:5]([OH:10])=[CH:4][CH:3]=1.[CH:11]1[C:20]2[C:15](=[CH:16][CH:17]=[CH:18][CH:19]=2)[CH:14]=[CH:13][C:12]=1[Mg]Br.BrC1C=CC2C(=CC=CC=2)C=1.[Mg].[Cl-].[NH4+]>C(OCC)C>[Br:1][C:2]1[CH:3]=[CH:4][C:5]([OH:10])=[C:6]([CH:9]=1)[CH:7]([OH:8])[C:13]1[CH:12]=[CH:11][C:20]2[C:15](=[CH:16][CH:17]=[CH:18][CH:19]=2)[CH:14]=1 |f:4.5|. Procedure details: A solution of 5-bromosalicylaldehyde (2 g) in diethyl ether (20 ml) was added to (2-naphthyl)magnesium bromide [prepared by adding a solution of 2-bromonaphthalene in diethyl ether (30 ml) to a mixture of magnesium turnings (0.49 g) and diethyl ether (20 ml) and heating the resultant mixture to reflux for 90 minutes] and the mixture was stirred at ambient temperature for 1 hour. A saturated aqueous ammonium chloride solution (20 ml) was added and the mixture was extracted with ethyl acetate (3×2... Starting materials: N[C@H]1C2=C(C3=C(N(C1=O)CCOC)C=CC=C3)C=CC=C2 ((S)-7-amino-5-(2-methoxy-ethyl)-5H,7H-dibenzo[b,d]azepin-6-one), C(C)OC(C(C(=O)O)(C)O)=O (2-hydroxy-2-methyl-malonic acid monoethyl ester). The product is C(C)OC(C(C(=O)N[C@H]1C2=C(C3=C(N(C1=O)CCOC)C=CC=C3)C=CC=C2)(C)O)=O (2-Hydroxy-N—[(S)-5-(2-methoxy-ethyl)-6-oxo-6,7-dihydro-5H-dibenzo[b,d]azepin-7-yl]-2-methyl-malonamic acid ethyl ester). RXN SMILES: [NH2:1][C@@H:2]1[C:8](=[O:9])[N:7]([CH2:10][CH2:11][O:12][CH3:13])[C:6]2[CH:14]=[CH:15][CH:16]=[CH:17][C:5]=2[C:4]2[CH:18]=[CH:19][CH:20]=[CH:21][C:3]1=2.[CH2:22]([O:24][C:25](=[O:32])[C:26]([OH:31])([CH3:30])[C:27](O)=[O:28])[CH3:23]>>[CH2:22]([O:24][C:25](=[O:32])[C:26]([OH:31])([CH3:30])[C:27]([NH:1][C@@H:2]1[C:8](=[O:9])[N:7]([CH2:10][CH2:11][O:12][CH3:13])[C:6]2[CH:14]=[CH:15][CH:16]=[CH:17][C:5]=2[C:4]2[CH:18]=[CH:19][CH:20]=[CH:21][C:3]1=2)=[O:28])[CH3:23]. Procedure details: Using (S)-7-amino-5-(2-methoxy-ethyl)-5H,7H-dibenzo[b,d]azepin-6-one and 2-hydroxy-2-methyl-malonic acid monoethyl ester, the title compound was prepared in the same manner as described for example 1c. Colorless oil. (66%). MS: m/e=426(M+H+). The reactants are CC(C)(C)OC(=O)NC1(CNC2C3CC4(O)CC2CC(O)(C3)C4)CCCC1, CO, Cl. The product is NC1(CNC2C3CC4(O)CC2CC(O)(C3)C4)CCCC1. As a reaction SMILES: [C:1]([O:2][C:3](=[O:4])[NH:7][C:8]1([CH2:13][NH:14][CH:15]2[CH:16]3[CH2:17][C:18]4([OH:26])[CH2:19][C:20]([OH:25])([CH2:21][CH:22]2[CH2:23]4)[CH2:24]3)[CH2:9][CH2:10][CH2:11][CH2:12]1)([CH3:5])([CH3:6])[CH3:27].[CH3:29][OH:30].[ClH:28]>>[NH2:7][C:8]1([CH2:13][NH:14][CH:15]2[CH:16]3[CH2:17][C:18]4([OH:26])[CH2:19][C:20]([OH:25])([CH2:21][CH:22]2[CH2:23]4)[CH2:24]3)[CH2:9][CH2:10][CH2:11][CH2:12]1.